From a dataset of the Open Reaction Database (ORD), a public repository of structured organic reaction records. describe an organic reaction: reactants, conditions, products, and yield The reactants are CCO, O=Cc1cccc(C(F)(F)F)c1, NNC(=O)c1cccnc1Oc1ccccc1, O. Yields the product O=C(NN=Cc1cccc(C(F)(F)F)c1)c1cccnc1Oc1ccccc1. Reaction SMILES: [CH3:31][CH2:32][OH:33].[F:18][C:19]([c:20]1[cH:21][c:22]([CH:23]=[O:24])[cH:25][cH:26][cH:27]1)([F:28])[F:29].[O:1]([c:2]1[cH:3][cH:4][cH:5][cH:6][cH:7]1)[c:8]1[n:9][cH:10][cH:11][cH:12][c:13]1[C:14](=[O:15])[NH:16][NH2:17].[OH2:30]>>[O:1]([c:2]1[cH:3][cH:4][cH:5][cH:6][cH:7]1)[c:8]1[n:9][cH:10][cH:11][cH:12][c:13]1[C:14](=[O:15])[NH:16][N:17]=[CH:23][c:22]1[cH:21][c:20]([C:19]([F:18])([F:28])[F:29])[cH:27][cH:26][cH:25]1.